From a dataset of the Open Reaction Database (ORD), a public repository of structured organic reaction records. describe an organic reaction: reactants, conditions, products, and yield The reactants are ice water, Polyphosphoric acid, O (water), oxime, Cl.C1(CCCCCCC1)=NO (cyclooctanone oxime hydrochloride). Reaction conditions: temperature 130 celsius, time 1 hour. The product is C1(NCCCCCCC1)=O (2-Azacyclononanone). As a reaction SMILES: Cl.[C:2]1(=[N:10]O)[CH2:9][CH2:8][CH2:7][CH2:6][CH2:5][CH2:4][CH2:3]1.[OH2:12]>>[C:2]1(=[O:12])[CH2:9][CH2:8][CH2:7][CH2:6][CH2:5][CH2:4][CH2:3][NH:10]1 |f:0.1|. Reported procedure: Polyphosphoric acid (31.9 g) and water (3.75 g) were placed in a 100 mL round bottom flask equipped with a stir bar and a cold water condenser. The mixture was heated to 130 degrees C., and cyclooctanone oxime hydrochloride (5.9 g, 35 mmol, 1.0 eq) was added in small portions over 10 min. The oxime dissolved readily. The reaction mixture was stirred at 130 degrees C. for 1 hour, turned dark, was cooled to 100 degrees C., and poured into 100 mL of ice water. The aqueous mixture was extracted with... Starting materials: I(=O)(=O)(=O)[O-].[Na+] (sodium periodate), N1=C(C=CC=C1C)C (2,6-lutidine), C(C=C)C1(CC1)S(=O)(=O)NC1=CN(C(C(=C1NC1=C(C=C(C=C1)I)F)C)=O)C (1-allyl-N-(4-(2-fluoro-4-iodophenylamino)-1,5-dimethyl-6-oxo-1,6-dihydropyridin-3-yl)cyclopropane-1-sulfonamide). Reagents/catalysts: [Os](=O)(=O)(=O)=O (osmium tetraoxide). Solvent: O1CCOCC1 (dioxane), O (H2O), C(Cl)Cl (CH2Cl2). Run at time 4 hour. The product is FC1=C(C=CC(=C1)I)NC=1C(=CN(C(C1C)=O)C)NS(=O)(=O)C1(CC1)CC=O (N-(4-(2-fluoro-4-iodophenylamino)-1,5-dimethyl-6-oxo-1,6-dihydropyridin-3-yl)-1-(2-oxoethyl)cyclopropane-1-sulfonamide). Reaction SMILES: [CH2:1]([C:4]1([S:7]([NH:10][C:11]2[C:16]([NH:17][C:18]3[CH:23]=[CH:22][C:21]([I:24])=[CH:20][C:19]=3[F:25])=[C:15]([CH3:26])[C:14](=[O:27])[N:13]([CH3:28])[CH:12]=2)(=[O:9])=[O:8])[CH2:6][CH2:5]1)[CH:2]=C.I([O-])(=O)(=O)=[O:30].[Na+].N1C(C)=CC=CC=1C>O1CCOCC1.O.C(Cl)Cl.[Os](=O)(=O)(=O)=O>[F:25][C:19]1[CH:20]=[C:21]([I:24])[CH:22]=[CH:23][C:18]=1[NH:17][C:16]1[C:11]([NH:10][S:7]([C:4]2([CH2:1][CH:2]=[O:30])[CH2:5][CH2:6]2)(=[O:9])=[O:8])=[CH:12][N:13]([CH3:28])[C:14](=[O:27])[C:15]=1[CH3:26] |f:1.2|. Reported procedure: To a solution of 1-allyl-N-(4-(2-fluoro-4-iodophenylamino)-1,5-dimethyl-6-oxo-1,6-dihydropyridin-3-yl)cyclopropane-1-sulfonamide (98 mg, 0.19 mmol) in a mixture of dioxane (3 mL) and H2O (1 mL) is added sodium periodate (158 mg, 0.74 mmol), 2,6-lutidine (0.043 mL, 0.37 mmol) and osmium tetraoxide (0.060 mL, 4% in H2O, 0.0093 mmol). The reaction mixture is stirred at room temperature for 4 h. The solution is diluted with CH2Cl2 (20 mL), washed with aqueous HCl (20 mL, 2N), dried over MgSO4 and co... Reactants: IC=1C(=NC=CC1)N (3-iodopyridin-2-amine), C(C)[Si](C#CCCO)(CC)CC (4-(triethylsilyl)but-3-in-1-ol), [Cl-].[Li+] (lithium chloride), C([O-])([O-])=O.[Na+].[Na+] (sodium carbonate). The reagents and catalysts are ClCCl.[Pd](Cl)Cl.C1(=CC=CC=C1)P([C-]1C=CC=C1)C1=CC=CC=C1.[C-]1(C=CC=C1)P(C1=CC=CC=C1)C1=CC=CC=C1.[Fe+2] (1,1′-bis(diphenylphosphino)ferrocene-palladium(II)dichloride dichloromethane). The solvent is CN(C)C=O (DMF), CCOC(=O)C.CCOCC (EtOAc ether), O (H2O). Run at temperature 100 celsius, time 15 hour. The product is C(C)[Si](C1=C(C=2C(=NC=CC2)N1)CCO)(CC)CC (2-(2-(triethylsilyl)-1H-pyrrolo[2,3-b]pyridin-3-yl)ethanol). The yield is 79.6%. As a reaction SMILES: I[C:2]1[C:3]([NH2:8])=[N:4][CH:5]=[CH:6][CH:7]=1.[CH2:9]([Si:11]([CH2:19][CH3:20])([CH2:17][CH3:18])[C:12]#[C:13][CH2:14][CH2:15][OH:16])[CH3:10].[Cl-].[Li+].C(=O)([O-])[O-].[Na+].[Na+]>CN(C=O)C.ClCCl.[Pd](Cl)Cl.C1(P(C2C=CC=CC=2)[C-]2C=CC=C2)C=CC=CC=1.[C-]1(P(C2C=CC=CC=2)C2C=CC=CC=2)C=CC=C1.[Fe+2].O.CCOC(C)=O.CCOCC>[CH2:19]([Si:11]([CH2:9][CH3:10])([CH2:17][CH3:18])[C:12]1[NH:8][C:3]2=[N:4][CH:5]=[CH:6][CH:7]=[C:2]2[C:13]=1[CH2:14][CH2:15][OH:16])[CH3:20] |f:2.3,4.5.6,8.9.10.11.12,14.15|. Procedure details: A mixture of 3-iodopyridin-2-amine (0.46 g, 2.09 mmole), 4-(triethylsilyl)but-3-in-1-ol (0.58 g, 3.14 mmole), 1,1′-bis(diphenylphosphino)ferrocene-palladium(II)dichloride dichloromethane (0.083 g, 0.105 mmole), lithium chloride (0.086 g, 2.09 mmole) and sodium carbonate (0.44 g, 4.18 mmole) in DMF (21 ml) was stirred under nitrogen for 15 hours at 100° C. The reaction mixture was cooled to RT, EtOAc/ether (1:1) was added and the mixture was poured into H2O. The two-phase suspension was filtered ...